From a dataset of the Open Reaction Database (ORD), a public repository of structured organic reaction records. describe an organic reaction: reactants, conditions, products, and yield Reactants: C(C1=CC=CC=C1)C1CCNCC1 (4-benzylpiperidine), amine, C(C)OC(C(CCCCB1OC(C(O1)(C)C)(C)C)(NC(=O)OC(C)(C)C)CCN1CCC(CC1)CC1=CC=CC=C1)=O (2-[2-(4-benzylpiperidin-1-yl)ethyl]-2-tert-butoxycarbonylamino-6-(4,4,5,5-tetramethyl-[1,3,2]-dioxa-borolan-2-yl)-hexanoic acid ethyl ester), Cl (hydrochloric acid). Solvent: O (water). Product: Cl.Cl.NC(C(=O)O)(CCCCB(O)O)CCN1CCC(CC1)CC1=CC=CC=C1 (2-Amino-2-[2-(4-benzylpiperidin-1-yl)ethyl]-6-borono-hexanoic acid dihydrochloride). RXN SMILES: C(C1CCNCC1)C1C=CC=CC=1.C([O:16][C:17](=[O:55])[C:18]([CH2:40][CH2:41][N:42]1[CH2:47][CH2:46][CH:45]([CH2:48][C:49]2[CH:54]=[CH:53][CH:52]=[CH:51][CH:50]=2)[CH2:44][CH2:43]1)([NH:32]C(OC(C)(C)C)=O)[CH2:19][CH2:20][CH2:21][CH2:22][B:23]1[O:27]C(C)(C)C(C)(C)[O:24]1)C.[ClH:56]>O>[ClH:56].[ClH:56].[NH2:32][C:18]([CH2:40][CH2:41][N:42]1[CH2:47][CH2:46][CH:45]([CH2:48][C:49]2[CH:54]=[CH:53][CH:52]=[CH:51][CH:50]=2)[CH2:44][CH2:43]1)([CH2:19][CH2:20][CH2:21][CH2:22][B:23]([OH:27])[OH:24])[C:17]([OH:55])=[O:16] |f:4.5.6|. Procedure: 2-Amino-2-[2-(4-benzylpiperidin-1-yl)ethyl]-6-borono-hexanoic acid dihydrochloride is prepared in a manner analogous to that set forth in Example 16, except 4-benzylpiperidine is used as the amine in step 6. The final step is as follows: a solution of 2-[2-(4-benzylpiperidin-1-yl)ethyl]-2-tert-butoxycarbonylamino-6-(4,4,5,5-tetramethyl-[1,3,2]-dioxa-borolan-2-yl)-hexanoic acid ethyl ester (95 mg) in 6 N hydrochloric acid (5 mL) was stirred at 95° C. overnight. After cooling to room temperature, ... The reactants are ClC1=C(C(=O)O)C=CC(C1)(S(=O)(=O)Cl)Cl (2,4-dichloro-4-chlorosulfonylbenzoic acid), O (water), [OH-].[Na+] (sodium hydroxide), S(=O)([O-])[O-].[Na+].[Na+] (sodium sulfite). Product: ClC1=C(C=C(C(=C1)Cl)C(=O)O)S(=O)O (2,4-dichloro-5-carboxybenzenesulfinic acid). RXN SMILES: [Cl:1][C:2]1[CH2:10][C:9]([Cl:15])(S(Cl)(=O)=O)[CH:8]=[CH:7][C:3]=1[C:4]([OH:6])=[O:5].[OH-].[Na+].[S:18]([O-])([O-:20])=[O:19].[Na+].[Na+].O>>[Cl:15][C:9]1[CH:10]=[C:2]([Cl:1])[C:3]([C:4]([OH:6])=[O:5])=[CH:7][C:8]=1[S:18]([OH:20])=[O:19] |f:1.2,3.4.5|. Procedure details: This compound is prepared following substantially the same procedure described in Example 1, Step A, using the following substances:2,4-dichloro-4-chlorosulfonylbenzoic acid 145 g. (0.5 mole)10N sodium hydroxide 145 ml.sodium sulfite 189 g. (1.5 mole)water 0.5 liter Reactants: CC1CNCC1NC(=O)OC(C)(C)C, C1CCC2=NCCCN2CC1, CC#N, O=C(O)c1cn(CCF)c2c(F)c(F)c(F)cc2c1=O. The product is CC1CN(c2c(F)cc3c(=O)c(C(=O)O)cn(CCF)c3c2F)CC1NC(=O)OC(C)(C)C. Reaction SMILES: [C:21]([CH3:22])([CH3:23])([CH3:24])[O:25][C:26](=[O:27])[NH:28][CH:29]1[CH2:30][NH:31][CH2:32][CH:33]1[CH3:34].[CH2:35]1[CH2:36][CH2:37][C:38]2=[N:43][CH2:42][CH2:41][CH2:40][N:39]2[CH2:44][CH2:45]1.[CH3:46][C:47]#[N:48].[F:1][c:2]1[cH:3][c:4]2[c:5](=[O:20])[c:6]([C:17](=[O:18])[OH:19])[cH:7][n:8]([CH2:14][CH2:15][F:16])[c:9]2[c:10]([F:13])[c:11]1[F:12]>>[F:1][c:2]1[cH:3][c:4]2[c:5](=[O:20])[c:6]([C:17](=[O:18])[OH:19])[cH:7][n:8]([CH2:14][CH2:15][F:16])[c:9]2[c:10]([F:13])[c:11]1[N:31]1[CH2:30][CH:29]([NH:28][C:26]([O:25][C:21]([CH3:22])([CH3:23])[CH3:24])=[O:27])[CH:33]([CH3:34])[CH2:32]1. Starting materials: ClC1=CC=CC(=C1C(=O)OC)[N+](=O)[O-] (methyl 6-chloro-2-nitro-benzoate), [H][H] (hydrogen). The reagents and catalysts are [Ni] (Raney nickel). Run in CO (methanol). The product is ClC=1C=CC=C(C1C(=O)OC)N (Methyl 6-chloro-anthranilate). Reaction SMILES: [Cl:1][C:2]1[C:7]([C:8]([O:10][CH3:11])=[O:9])=[C:6]([N+:12]([O-])=O)[CH:5]=[CH:4][CH:3]=1.[H][H]>[Ni].CO>[Cl:1][C:2]1[CH:3]=[CH:4][CH:5]=[C:6]([NH2:12])[C:7]=1[C:8]([O:10][CH3:11])=[O:9]. Reported procedure: 4.5 gm (0.212 mol) of methyl 6-chloro-2-nitro-benzoate were hydrogenated with Raney nickel in 1.8 liters of methanol until the calculated amount of hydrogen was absorbed. The filtered reaction mixture was evaporated in vacuo, and the residue was distilled in vacuo. Reactants: CI, CO, CS(=O)(=O)c1ccc(Nc2cc(Cl)ccc2OCC(=O)O)c(Cl)c1, Cl, [H-], [Na+], [Na+], CN(C)C=O, [OH-]. The product is CN(c1ccc(S(C)(=O)=O)cc1Cl)c1cc(Cl)ccc1OCC(=O)O. As a reaction SMILES: [CH3:27][I:28].[CH3:37][OH:38].[Cl:3][c:4]1[cH:5][c:6]([NH:15][c:16]2[c:17]([Cl:26])[cH:18][c:19]([S:22](=[O:23])(=[O:24])[CH3:25])[cH:20][cH:21]2)[c:7]([O:8][CH2:9][C:10](=[O:11])[OH:12])[cH:13][cH:14]1.[ClH:31].[H-:1].[Na+:2].[Na+:30].[O:32]=[CH:33][N:34]([CH3:35])[CH3:36].[OH-:29]>>[Cl:3][c:4]1[cH:5][c:6]([N:15]([c:16]2[c:17]([Cl:26])[cH:18][c:19]([S:22](=[O:23])(=[O:24])[CH3:25])[cH:20][cH:21]2)[CH3:27])[c:7]([O:8][CH2:9][C:10](=[O:11])[OH:12])[cH:13][cH:14]1. The reactants are CC(C)(C)OC(=O)N1CCc2cn(-c3ccc(S(C)(=O)=O)cc3)nc2CC1, CO, Cl, C1COCCO1. Product: CS(=O)(=O)c1ccc(-n2cc3c(n2)CCNCC3)cc1. Reaction SMILES: [CH3:1][S:2](=[O:3])(=[O:4])[c:5]1[cH:6][cH:7][c:8](-[n:11]2[n:12][c:13]3[c:19]([cH:20]2)[CH2:18][CH2:17][N:16]([C:21]([O:22][C:23]([CH3:24])([CH3:25])[CH3:26])=[O:27])[CH2:15][CH2:14]3)[cH:9][cH:10]1.[CH3:35][OH:36].[ClH:28].[O:29]1[CH2:30][CH2:31][O:32][CH2:33][CH2:34]1>>[CH3:1][S:2](=[O:3])(=[O:4])[c:5]1[cH:6][cH:7][c:8](-[n:11]2[n:12][c:13]3[c:19]([cH:20]2)[CH2:18][CH2:17][NH:16][CH2:15][CH2:14]3)[cH:9][cH:10]1.